This data is from the Open Reaction Database (ORD), a public repository of structured organic reaction records. The task is: describe an organic reaction: reactants, conditions, products, and yield Solvent: CN1CCCC1=O (NMP). Procedure: Under an argon atmosphere, 200 mg (purity 69%, 0.27 mmol) of 2-[8-(2-fluorobenzyl) imidazo[1,5-a]pyrimidin-6-yl]-4-iodo-5,5-dimethyl-5,7-dihydro-6H-pyrrolo[2,3-d]pyrimidin-6-one (example 52A) was suspended in 3.2 ml of absolute NMP and 607 mg (5.37 mmol) of 3,3,3-trifluoropropan-1-amine was added. The mixture was stirred for 1.5 h at 150° C. in the microwave. The reaction solution was filtered and purified by preparative HPLC (eluent: acetonitrile/water with 0.1% hydrochloric acid, gradient 20:8... Run at temperature 150 celsius, time 1.5 hour. RXN SMILES: [F:1][C:2]1[CH:30]=[CH:29][CH:28]=[CH:27][C:3]=1[CH2:4][C:5]1[N:6]=[C:7]([C:14]2[N:15]=[C:16](I)[C:17]3[C:22]([CH3:24])([CH3:23])[C:21](=[O:25])[NH:20][C:18]=3[N:19]=2)[N:8]2[CH:13]=[CH:12][CH:11]=[N:10][C:9]=12.[F:31][C:32]([F:37])([F:36])[CH2:33][CH2:34][NH2:35]>CN1C(=O)CCC1>[F:1][C:2]1[CH:30]=[CH:29][CH:28]=[CH:27][C:3]=1[CH2:4][C:5]1[N:6]=[C:7]([C:14]2[N:15]=[C:16]([NH:35][CH2:34][CH2:33][C:32]([F:37])([F:36])[F:31])[C:17]3[C:22]([CH3:24])([CH3:23])[C:21](=[O:25])[NH:20][C:18]=3[N:19]=2)[N:8]2[CH:13]=[CH:12][CH:11]=[N:10][C:9]=12. Yields the product FC1=C(CC=2N=C(N3C2N=CC=C3)C=3N=C(C2=C(N3)NC(C2(C)C)=O)NCCC(F)(F)F)C=CC=C1 (2-[8-(2-Fluorobenzyl)imidazo[1,5-a]pyrimidin-6-yl]-5,5-dimethyl-4-[(3,3,3-trifluoropropyl)amino]-5,7-dihydro-6H-pyrrolo[2,3-d]pyrimidin-6-one). The reactants are FC1=C(CC=2N=C(N3C2N=CC=C3)C=3N=C(C2=C(N3)NC(C2(C)C)=O)I)C=CC=C1 (2-[8-(2-fluorobenzyl) imidazo[1,5-a]pyrimidin-6-yl]-4-iodo-5,5-dimethyl-5,7-dihydro-6H-pyrrolo[2,3-d]pyrimidin-6-one), FC(CCN)(F)F (3,3,3-trifluoropropan-1-amine).